This data is from the Open Reaction Database (ORD), a public repository of structured organic reaction records. The task is: describe an organic reaction: reactants, conditions, products, and yield The reactants are CN(CCNC1=C(C=C(C=C1)[N+](=O)[O-])[N+](=O)[O-])C (4-(2-dimethylamino-ethyl-amino)-1,3-dinitrobenzene), C(C)(=O)Cl (acetyl chloride). Product: CN(CCN(C(C)=O)C1=C(C=C(C=C1)[N+](=O)[O-])[N+](=O)[O-])C (4-[N-(2-dimethylamino-ethyl)-N-acetyl-amino]-1,3-dinitrobenzene). RXN SMILES: [CH3:1][N:2]([CH3:18])[CH2:3][CH2:4][NH:5][C:6]1[CH:11]=[CH:10][C:9]([N+:12]([O-:14])=[O:13])=[CH:8][C:7]=1[N+:15]([O-:17])=[O:16].[C:19](Cl)(=[O:21])[CH3:20]>>[CH3:1][N:2]([CH3:18])[CH2:3][CH2:4][N:5]([C:6]1[CH:11]=[CH:10][C:9]([N+:12]([O-:14])=[O:13])=[CH:8][C:7]=1[N+:15]([O-:17])=[O:16])[C:19](=[O:21])[CH3:20]. Procedure details: Prepared from 4-(2-dimethylamino-ethyl-amino)-1,3-dinitrobenzene and acetyl chloride